Task: describe an organic reaction: reactants, conditions, products, and yield. Dataset: the Open Reaction Database (ORD), a public repository of structured organic reaction records Reported procedure: A suspension of intermediate 15 (275 mg; 1 mmol) in dichloromethane (10 ml) became homogeneous by addition of SOCl2 (2.3 ml) at room temperature. After 2 hours of stirring at room temperature, all the volatiles were removed under reduced pressure giving a yellow solid which corresponds to the expected intermediate 16 in quantitative yield (294 mg). Conditions: time 2 hour. Reaction SMILES: [CH3:1][C:2]1[CH:3]=[C:4]([S:9][C:10]2[C:15]([CH2:16]O)=[C:14]([CH3:18])[NH:13][C:12](=[O:19])[CH:11]=2)[CH:5]=[C:6]([CH3:8])[CH:7]=1.O=S(Cl)[Cl:22]>ClCCl>[CH3:1][C:2]1[CH:3]=[C:4]([S:9][C:10]2[C:15]([CH2:16][Cl:22])=[C:14]([CH3:18])[NH:13][C:12](=[O:19])[CH:11]=2)[CH:5]=[C:6]([CH3:8])[CH:7]=1. The product is CC=1C=C(C=C(C1)C)SC1=CC(NC(=C1CCl)C)=O (4-[(3,5-dimethylphenyl)-thio]-5-(chloromethyl)-6-methyl-2(1H)-pyridinone). Run in ClCCl (dichloromethane). The reactants are O=S(Cl)Cl (SOCl2), CC=1C=C(C=C(C1)C)SC1=CC(NC(=C1CO)C)=O (4-[(3,5-dimethylphenyl)-thio]-5-(hydroxymethyl)-6-methyl-2(1H)-pyridinone), expected intermediate 16. Starting materials: N1(CCNCC1)C1=NSC2=C1C=CC=C2 (3-piperazinyl-benzisothiazole), Br.ClCCC1=CC=C(C=C1)C=1NC(SC1)=O (4-(4-(2-chloroethyl)phenyl)-thiazol-2-one hydrobromide), C(C)(C)N(CC)C(C)C (diisopropylethylamine), C([O-])([O-])=O.[Na+].[Na+] (sodium carbonate), [I-].[Na+] (sodium iodide). Run in CC(=O)CC(C)C (methylisobutylketone). The product is S1N=C(C2=C1C=CC=C2)N2CCN(CC2)CCC2=CC=C(C=C2)C=2N=C(SC2)C (4-(4-(2-(4-(3-Benzisothiazolyl)piperazinyl)ethyl)phenyl)-2-methylthiazole). RXN SMILES: [N:1]1([C:7]2[C:11]3[CH:12]=[CH:13][CH:14]=[CH:15][C:10]=3[S:9][N:8]=2)[CH2:6][CH2:5][NH:4][CH2:3][CH2:2]1.Br.Cl[CH2:18][CH2:19][C:20]1[CH:25]=[CH:24][C:23]([C:26]2[NH:27][C:28](=O)[S:29][CH:30]=2)=[CH:22][CH:21]=1.[CH:32](N(C(C)C)CC)(C)C.C(=O)([O-])[O-].[Na+].[Na+].[I-].[Na+]>CC(CC(C)C)=O>[S:9]1[C:10]2[CH:15]=[CH:14][CH:13]=[CH:12][C:11]=2[C:7]([N:1]2[CH2:6][CH2:5][N:4]([CH2:18][CH2:19][C:20]3[CH:25]=[CH:24][C:23]([C:26]4[N:27]=[C:28]([CH3:32])[S:29][CH:30]=4)=[CH:22][CH:21]=3)[CH2:3][CH2:2]2)=[N:8]1 |f:1.2,4.5.6,7.8|. Reported procedure: To a 100 ml round-bottomed flask equipped with condenser and N2 inlet were added 0.95 g (4.34 mmol) 3-piperazinyl-benzisothiazole, 1.38 g (4.34 mmol) 4-(4-(2-chloroethyl)phenyl)-thiazol-2-one hydrobromide, 1.51 ml (8.68 mmol) diisopropylethylamine, 0.92 g (8.68 mmol) sodium carbonate, 2 mg. sodium iodide, and 40 ml methylisobutylketone. The reaction was refluxed 6 days, cooled, and evaporated. The residue was chromatographed on silica gel using methylene chloride/ethyl acetate as eluent and the ... Starting materials: CC(C)OC(=O)/N=N/C(=O)OC(C)C (diisopropylazodicarboxylate), FC(C1=C(C=CC(=C1)OC1=CC=C(C=C1)OCC)O)(F)F (2-trifluoromethyl-4-(4-ethoxyphenoxy)phenol), BrC(=CCO)Br (3,3-dibromoallyl alcohol), C1(=CC=CC=C1)P(C1=CC=CC=C1)C1=CC=CC=C1 (triphenylphosphine). Run in O1CCCC1 (tetrahydrofuran), O1CCCC1 (tetrahydrofuran). Yields the product FC(C1=C(C=CC(=C1)OC1=CC=C(C=C1)OCC)OCC=C(Br)Br)(F)F (2-trifluoromethyl-4-(4-ethoxyphenoxy)-1-(3,3-dibromo-2-propenyloxy)benzene). Yield: 32.8%. RXN SMILES: [F:1][C:2]([F:21])([F:20])[C:3]1[CH:8]=[C:7]([O:9][C:10]2[CH:15]=[CH:14][C:13]([O:16][CH2:17][CH3:18])=[CH:12][CH:11]=2)[CH:6]=[CH:5][C:4]=1[OH:19].[Br:22][C:23]([Br:27])=[CH:24][CH2:25]O.C1(P(C2C=CC=CC=2)C2C=CC=CC=2)C=CC=CC=1.CC(OC(/N=N/C(OC(C)C)=O)=O)C>O1CCCC1>[F:1][C:2]([F:20])([F:21])[C:3]1[CH:8]=[C:7]([O:9][C:10]2[CH:11]=[CH:12][C:13]([O:16][CH2:17][CH3:18])=[CH:14][CH:15]=2)[CH:6]=[CH:5][C:4]=1[O:19][CH2:25][CH:24]=[C:23]([Br:27])[Br:22]. Procedure: To a solution prepared by dissolving 0.55 g of 2-trifluoromethyl-4-(4-ethoxyphenoxy)phenol, 0.40 g of 3,3-dibromoallyl alcohol and 0.49 g of triphenylphosphine in 10 ml of tetrahydrofuran, a solution prepared by dissolving 0.38 g of diisopropylazodicarboxylate in 5 ml of tetrahydrofuran was added dropwise at room temperature with stirring. After stirring at room temperature for 12 hours, the reaction solution was concentrated. Then, 20 ml of diethyl ether was added thereto, and the precipitate w... The reactants are C(C)(C)(C)OC(NC(CC(C)C)CNC(CC1=CC=C(C=C1)OCC1=CC=CC=C1)C(NC(C)(C)C)=O)=O ((1-{[2-(4-benzyloxy-phenyl)-1-tert-butylcarbamoyl-ethylamino]-methyl}-3-methyl-butyl)-carbamic acid tert-butyl ester), FC(C(=O)O)(F)F (2,2,2-triflouroacetic acid). Solvent: ClCCl (dichloromethane). Run at temperature 25 celsius, time 1 hour. Yields the product N[C@H](CN[C@H](C(=O)NC(C)(C)C)CC1=CC=C(C=C1)OCC1=CC=CC=C1)CC(C)C ((S,S)-2-(2-amino-4-methyl-pentylamino)-3-(4-benzyloxy-phenyl)-N-tert-butyl-propionamide). RXN SMILES: C(OC(=O)[NH:7][CH:8]([CH2:13][NH:14][CH:15]([C:31](=[O:37])[NH:32][C:33]([CH3:36])([CH3:35])[CH3:34])[CH2:16][C:17]1[CH:22]=[CH:21][C:20]([O:23][CH2:24][C:25]2[CH:30]=[CH:29][CH:28]=[CH:27][CH:26]=2)=[CH:19][CH:18]=1)[CH2:9][CH:10]([CH3:12])[CH3:11])(C)(C)C.FC(F)(F)C(O)=O>ClCCl>[NH2:7][C@@H:8]([CH2:9][CH:10]([CH3:12])[CH3:11])[CH2:13][NH:14][C@@H:15]([CH2:16][C:17]1[CH:18]=[CH:19][C:20]([O:23][CH2:24][C:25]2[CH:30]=[CH:29][CH:28]=[CH:27][CH:26]=2)=[CH:21][CH:22]=1)[C:31]([NH:32][C:33]([CH3:34])([CH3:35])[CH3:36])=[O:37]. Procedure: A solution of 850 mg (1.6 mmol) (1-{[2-(4-benzyloxy-phenyl)-1-tert-butylcarbamoyl-ethylamino]-methyl}-3-methyl-butyl)-carbamic acid tert-butyl ester in 6 mL dichloromethane was treated with 2 mL 2,2,2-triflouroacetic acid and the resulting solution stirred 1 hour at 25° C. The mixture was concentrated at reduced pressure to a viscous amber oil to which was dissolved in 8 mL diethyl ether, and treated with 3 mL of diethyl ether which had been saturated with hydrogen chloride gas. The solvent was ...